This data is from the Open Reaction Database (ORD), a public repository of structured organic reaction records. The task is: describe an organic reaction: reactants, conditions, products, and yield Reactants: C(C)(=O)O (acetic acid), C1(CC1)COC=1C=C(C=O)C=CC1OC(F)F (3-cyclopropylmethoxy 4-Difluoromethoxy benzaldehyde), S(N)(O)(=O)=O (sulfamic acid), Cl(=O)[O-].[Na+] (sodium chlorite). Run in O (water), O (water). Run at temperature 7.5 celsius. The product is C1(CC1)COC=1C=C(C(=O)O)C=CC1OC(F)F (3-cyclopropylmethoxy 4-Difluoromethoxy benzoic acid). RXN SMILES: [C:1]([OH:4])(=[O:3])[CH3:2].[CH:5]1([CH2:8][O:9][C:10]2[CH:11]=C([CH:15]=[CH:16][C:17]=2[O:18][CH:19]([F:21])[F:20])C=O)[CH2:7][CH2:6]1.S(=O)(=O)(O)N.Cl([O-])=O.[Na+]>O>[CH:5]1([CH2:8][O:9][C:10]2[CH:11]=[C:2]([CH:15]=[CH:16][C:17]=2[O:18][CH:19]([F:20])[F:21])[C:1]([OH:4])=[O:3])[CH2:6][CH2:7]1 |f:3.4|. Procedure: Glacial acetic acid (5 vol. with respect to 3-cyclopropylmethoxy 4-Difluoromethoxy benzaldehyde) was taken in a vessel and to this mixture of 3-cyclopropylmethoxy 4-Difluoromethoxy benzaldehyde and sulfamic acid (1.35 eq with respect to 3-cyclopropylmethoxy 4-Difluoromethoxy benzaldehyde) was added. The reaction mass was cooled to 5-10° C. under stirring. In another clean reaction vessel sodium chlorite (1.63 eq) was taken in water (1.5 vol. with respect to 3-cyclopropylmethoxy 4-Difluoromethoxy... Reactants: CCCOc1nsc(NC(=O)NC)c1C#N, [NH4+], [OH-], O, O=S(=O)(O)O. Yields the product CCCOc1nsc(NC(=O)NC)c1C(N)=O. Reaction SMILES: [CH3:1][NH:2][C:3](=[O:4])[NH:5][c:6]1[c:7]([C:15]#[N:16])[c:8]([O:11][CH2:12][CH2:13][CH3:14])[n:9][s:10]1.[NH4+:22].[OH-:23].[OH2:24].[S:17]([OH:18])(=[O:19])(=[O:20])[OH:21]>>[CH3:1][NH:2][C:3](=[O:4])[NH:5][c:6]1[c:7]([C:15]([NH2:16])=[O:18])[c:8]([O:11][CH2:12][CH2:13][CH3:14])[n:9][s:10]1. Reactants: ClC1=CC=C(CCl)C=C1 (4-chlorobenzylchloride), C(C)(C)(C)OC(N[C@H]1[C@H](OC2=C(NC1=O)C=CC=C2)C)=O (((6R,7S)-6-methyl-8-oxo-6,7,8,9-tetrahydro-5-oxa-9-aza-benzocyclohepten-7-yl)-carbamic acid tert-butyl ester), [H-].[Na+] (sodiumhydride). The solvent is CN(C=O)C (dimethylformamide), CN(C=O)C (dimethylformamide). Reaction conditions: time 3 hour. The product is C(C)(C)(C)OC(N[C@H]1[C@H](OC2=C(N(C1=O)CC1=CC=C(C=C1)Cl)C=CC=C2)C)=O ([(6R,7S)-9-(4-chloro-benzyl)-6-methyl-8-oxo-6,7,8,9-tetrahydro-5-oxa-9-aza-benzocyclohepten-7-yl]-carbamic acid tert-butyl ester). The yield is 0.1%. RXN SMILES: [C:1]([O:5][C:6](=[O:21])[NH:7][C@@H:8]1[C:14](=[O:15])[NH:13][C:12]2[CH:16]=[CH:17][CH:18]=[CH:19][C:11]=2[O:10][C@@H:9]1[CH3:20])([CH3:4])([CH3:3])[CH3:2].[H-].[Na+].[Cl:24][C:25]1[CH:32]=[CH:31][C:28]([CH2:29]Cl)=[CH:27][CH:26]=1>CN(C)C=O>[C:1]([O:5][C:6](=[O:21])[NH:7][C@@H:8]1[C:14](=[O:15])[N:13]([CH2:29][C:28]2[CH:31]=[CH:32][C:25]([Cl:24])=[CH:26][CH:27]=2)[C:12]2[CH:16]=[CH:17][CH:18]=[CH:19][C:11]=2[O:10][C@@H:9]1[CH3:20])([CH3:4])([CH3:2])[CH3:3] |f:1.2|. Procedure details: A solution of 0.10 g (342 mmol) ((6R,7S)-6-methyl-8-oxo-6,7,8,9-tetrahydro-5-oxa-9-aza-benzocyclohepten-7-yl)-carbamic acid tert-butyl ester in 1 ml dimethylformamide was added at 0° C. over a period of 20 minutes to a suspension of 0.015 g (342 mmol) sodiumhydride (55%) in 2 ml dimethylformamide. After 30 minutes 0.056 g (342 mmol) 4-chlorobenzylchloride was added and stirring was continued for 3 hours at 0° C. Extraction with water/ethylacetate and chromatography on silicagel with ethylacetate...